From a dataset of the Open Reaction Database (ORD), a public repository of structured organic reaction records. describe an organic reaction: reactants, conditions, products, and yield Reactants: CC1CNCCN1, Cc1ccc(C(C)C)cc1OCc1c(C)nc(-c2c(C)cccc2C)nc1Cl, [Na+], [Na+], O=C([O-])[O-]. Product: Cc1ccc(C(C)C)cc1OCc1c(C)nc(-c2c(C)cccc2C)nc1N1CCNC(C)C1. Reaction SMILES: [CH3:29][CH:30]1[NH:31][CH2:32][CH2:33][NH:34][CH2:35]1.[Cl:1][c:2]1[n:3][c:4](-[c:21]2[c:22]([CH3:28])[cH:23][cH:24][cH:25][c:26]2[CH3:27])[n:5][c:6]([CH3:20])[c:7]1[CH2:8][O:9][c:10]1[c:11]([CH3:19])[cH:12][cH:13][c:14]([CH:16]([CH3:17])[CH3:18])[cH:15]1.[Na+:36].[Na+:37].[O-:38][C:39](=[O:40])[O-:41]>>[c:2]1([N:34]2[CH2:33][CH2:32][NH:31][CH:30]([CH3:29])[CH2:35]2)[n:3][c:4](-[c:21]2[c:22]([CH3:28])[cH:23][cH:24][cH:25][c:26]2[CH3:27])[n:5][c:6]([CH3:20])[c:7]1[CH2:8][O:9][c:10]1[c:11]([CH3:19])[cH:12][cH:13][c:14]([CH:16]([CH3:17])[CH3:18])[cH:15]1. The reactants are Oc1ccc(C2=CCCCCCC2)cc1, CCOC(=O)CCCCBr, CCO, [Na]. The product is CCOC(=O)CCCCOc1ccc(C2=CCCCCCC2)cc1. Reaction SMILES: [C:1]1([c:9]2[cH:10][cH:11][c:12]([OH:15])[cH:13][cH:14]2)=[CH:2][CH2:3][CH2:4][CH2:5][CH2:6][CH2:7][CH2:8]1.[CH2:17]([CH3:18])[O:19][C:20]([CH2:21][CH2:22][CH2:23][CH2:24][Br:25])=[O:26].[CH3:27][CH2:28][OH:29].[Na:16]>>[C:1]1([c:9]2[cH:10][cH:11][c:12]([O:15][CH2:24][CH2:23][CH2:22][CH2:21][C:20]([O:19][CH2:17][CH3:18])=[O:26])[cH:13][cH:14]2)=[CH:2][CH2:3][CH2:4][CH2:5][CH2:6][CH2:7][CH2:8]1. The reactants are COCCOCN1C(=C(C(C(=C1C)C(=O)O)C1=CC(=CC=C1)[N+](=O)[O-])C(=O)OC)C ((+)-1-(2-methoxyethoxymethyl)-2,6-dimethyl-3-carbomethoxy-4-(3-nitrophenyl)-5-carboxy-1,4-dihydropyridine), Cl (hydrochloric acid). Solvent: O1CCCC1 (tetrahydrofuran), CC(=O)C (acetone). Yields the product CC=1NC(=C(C(C1C(=O)OC)C1=CC(=CC=C1)[N+](=O)[O-])C(=O)O)C ((-)-2,6-dimethyl-3-carbomethoxy-4-(3-nitrophenyl)-5-carboxy-1,4-dihydropyridine). As a reaction SMILES: COCCOC[N:7]1[C:12]([CH3:13])=[C:11]([C:14]([OH:16])=[O:15])[CH:10]([C:17]2[CH:22]=[CH:21][CH:20]=[C:19]([N+:23]([O-:25])=[O:24])[CH:18]=2)[C:9]([C:26]([O:28][CH3:29])=[O:27])=[C:8]1[CH3:30].Cl>CC(C)=O.O1CCCC1>[CH3:30][C:8]1[NH:7][C:12]([CH3:13])=[C:11]([C:14]([OH:16])=[O:15])[CH:10]([C:17]2[CH:22]=[CH:21][CH:20]=[C:19]([N+:23]([O-:25])=[O:24])[CH:18]=2)[C:9]=1[C:26]([O:28][CH3:29])=[O:27]. Procedure: hydrolyzing said (+)-1-(2-methoxyethoxymethyl)-2,6-dimethyl-3-carbomethoxy-4-(3-nitrophenyl)-5-carboxy-1,4-dihydropyridine with 1N hydrochloric acid in acetone or tetrahydrofuran to produce (-)-2,6-dimethyl-3-carbomethoxy-4-(3-nitrophenyl)-5-carboxy-1,4-dihydropyridine. Yields the product CC(C)Oc1ccccc1OCCCN1CCC(C(O)(c2ccc(F)cc2)c2ccc(F)cc2)CC1. The reactants are CCCCO, CC(C)OC(C)C, CC(C)Oc1ccccc1OCCCCl, OC(c1ccc(F)cc1)(c1ccc(F)cc1)C1CCNCC1, [I-], [K+], [Na+], [Na+], O=C([O-])[O-]. Reaction SMILES: [CH2:53]([OH:54])[CH2:55][CH2:56][CH3:57].[CH3:46][CH:47]([O:48][CH:49]([CH3:50])[CH3:51])[CH3:52].[Cl:23][CH2:24][CH2:25][CH2:26][O:27][c:28]1[c:29]([O:34][CH:35]([CH3:36])[CH3:37])[cH:30][cH:31][cH:32][cH:33]1.[F:1][c:2]1[cH:3][cH:4][c:5]([C:8]([OH:9])([CH:10]2[CH2:11][CH2:12][NH:13][CH2:14][CH2:15]2)[c:16]2[cH:17][cH:18][c:19]([F:22])[cH:20][cH:21]2)[cH:6][cH:7]1.[I-:45].[K+:44].[Na+:38].[Na+:39].[O-:40][C:41](=[O:42])[O-:43]>>[F:1][c:2]1[cH:3][cH:4][c:5]([C:8]([OH:9])([CH:10]2[CH2:11][CH2:12][N:13]([CH2:24][CH2:25][CH2:26][O:27][c:28]3[c:29]([O:34][CH:35]([CH3:36])[CH3:37])[cH:30][cH:31][cH:32][cH:33]3)[CH2:14][CH2:15]2)[c:16]2[cH:17][cH:18][c:19]([F:22])[cH:20][cH:21]2)[cH:6][cH:7]1. Reagents/catalysts: Cl[Pd]Cl (PdCl2). Solvent: CO (methanol). Reactants: C(C)(=O)OCC (ethyl acetate), C1(=CC=CC=C1)C1CC(C(O1)CCCO)=C=C (3-(5-phenyl-3-vinylidene-tetrahydrofuran-2-yl)propan-1-ol), O (H2O), CuCl2. Yields the product C1(=CC=CC=C1)C1CC2(OCCCC2O1)C(C(=O)OC)=C (methyl 2-(2-phenyl-hexahydrofuro[3,2-b]pyran-3a-yl)acrylate). As a reaction SMILES: [C:1]1([CH:7]2[O:11][CH:10]([CH2:12][CH2:13][CH2:14]O)[C:9](=[C:16]=[CH2:17])[CH2:8]2)[CH:6]=[CH:5][CH:4]=[CH:3][CH:2]=1.[OH2:18].[C:19]([O:22][CH2:23]C)(=[O:21])C>CO.Cl[Pd]Cl>[C:1]1([CH:7]2[O:11][CH:10]3[C:9]([C:16](=[CH2:17])[C:19]([O:22][CH3:23])=[O:21])([O:18][CH2:14][CH2:13][CH2:12]3)[CH2:8]2)[CH:6]=[CH:5][CH:4]=[CH:3][CH:2]=1. Procedure details: 3-(5-phenyl-3-vinylidene-tetrahydrofuran-2-yl)propan-1-ol (67 mg, 0.29 mmol) was dissolved in 2 mL of methanol, and then was filled with CO gas (1 atm), followed by addition of PdCl2 (5.2 mg, 0.029 mmol) and CuCl2 (117 mg, 0.87 mmol). The solution was stirred for 4 hours at room temperature. When the reaction was completed, H2O was added and the solution was stirred for 5 minutes. The mixture was diluted with ethyl acetate, washed with H2O and NaCl. Organic layer was separated and dried with anh... Run at time 4 hour. Starting materials: C1(O)=CC(O)=CC(O)=C1 (phloroglucinol), N1=CC=CC=C1 (pyridine), ClC(=O)C1=CC=CC=2C(C3=CC=CC=C3C12)=C(C#N)C#N ((4-chloroformyl-9-fluorenylidene)malononitrile). Solvent: ClCCl (dichloromethane), ClCCl (dichloromethane). Reaction conditions: time 1 hour. Product: C(#N)C(=C1C2=CC=CC=C2C=2C(=CC=CC12)C(=O)OC1=CC(=CC(=C1)O)O)C#N (3,5-dihydroxyphenyl 9-dicyanomethylenefluorene-4-carboxylate). Yield: 58.3%. Reaction SMILES: [C:1]1([CH:9]=[C:7]([OH:8])[CH:6]=[C:4]([OH:5])[CH:3]=1)[OH:2].N1C=CC=CC=1.Cl[C:17]([C:19]1[C:31]2[C:30]3[C:25](=[CH:26][CH:27]=[CH:28][CH:29]=3)[C:24](=[C:32]([C:35]#[N:36])[C:33]#[N:34])[C:23]=2[CH:22]=[CH:21][CH:20]=1)=[O:18]>ClCCl>[C:35]([C:32]([C:33]#[N:34])=[C:24]1[C:23]2[CH:22]=[CH:21][CH:20]=[C:19]([C:17]([O:2][C:1]3[CH:9]=[C:7]([OH:8])[CH:6]=[C:4]([OH:5])[CH:3]=3)=[O:18])[C:31]=2[C:30]2[C:25]1=[CH:26][CH:27]=[CH:28][CH:29]=2)#[N:36]. Procedure: A solution of 30.0 grams of phloroglucinol and 70 milliliters of pyridine in 300 milliliters of dichloromethane was stirred at room temperature under a nitrogen atmosphere. Thereafter, a solution of 8.0 grams of (4-chloroformyl-9-fluorenylidene)malononitrile in 400 milliliters of dichloromethane was added thereto over a period of 1 hour. After addition, the reaction mixture was further stirred for another hour. The mixture was washed three times with dilute aqueous HCl solution, twice with dilut... Starting materials: N1C(=CC2=CC=CC=C12)CCC(=O)N (3-indolyl-propionamide), [H-].[Al+3].[Li+].[H-].[H-].[H-] (lithium aluminum hydride). Run in O1CCCC1 (tetrahydrofuran). The product is N1C(=CC2=CC=CC=C12)CCCN (3-Indolyl-propylamine). The yield is 92.9%. RXN SMILES: [NH:1]1[C:9]2[C:4](=[CH:5][CH:6]=[CH:7][CH:8]=2)[CH:3]=[C:2]1[CH2:10][CH2:11][C:12]([NH2:14])=O.[H-].[Al+3].[Li+].[H-].[H-].[H-]>O1CCCC1>[NH:1]1[C:9]2[C:4](=[CH:5][CH:6]=[CH:7][CH:8]=2)[CH:3]=[C:2]1[CH2:10][CH2:11][CH2:12][NH2:14] |f:1.2.3.4.5.6|. Procedure: To a solution of 3-indolyl-propionamide (5 g, 24.7 mmol) in tetrahydrofuran anhydrous (150 ml) was added lithium aluminum hydride (1.0 M solution in tetrahydrofuran; 100 ml) slowly. The reaction mixture was refluxed for 3 hours, then was quenched by adding water (4 ml), 15% sodium hydroxide (4 ml) and water (12 ml) at 0° C. The mixture was filtered through celite and concentrated under vacuum. Chromatography (10% methanol-methylene chloride plus ammonium hydroxide) afforded 4.0 g (86%) of produc...